The task is: describe an organic reaction: reactants, conditions, products, and yield. This data is from the Open Reaction Database (ORD), a public repository of structured organic reaction records. As a reaction SMILES: [Cl:1][C:2]1[CH:7]=[CH:6][CH:5]=[CH:4][C:3]=1[C:8]1[C:14]2[N:15]=[C:16](Cl)[CH:17]=[CH:18][C:13]=2[N:12]2[CH:20]=[N:21][N:22]=[C:11]2[CH2:10][N:9]=1.[CH3:23][NH:24][CH3:25].C(O)C>CO>[Cl:1][C:2]1[CH:7]=[CH:6][CH:5]=[CH:4][C:3]=1[C:8]1[C:14]2[N:15]=[C:16]([N:24]([CH3:25])[CH3:23])[CH:17]=[CH:18][C:13]=2[N:12]2[CH:20]=[N:21][N:22]=[C:11]2[CH2:10][N:9]=1. Reported procedure: This compound was obtained in an analogous manner to that given in Example 10a from 15 grams of 6-(o-chloro-phenyl)-8-chloro-4H-s-triazolo-(4,3-a)-pyrido-(2,3-f)-(1,4)-diazepine and 55 grams of dimethylamine in 500 ml. of ethanol by heating for 5 hours at 120° C. M.P. 240°-242° C. (from methanol); Yield 8.5 grams. The reactants are ClC1=C(C=CC=C1)C1=NCC=2N(C3=C1N=C(C=C3)Cl)C=NN2 (6-(o-chloro-phenyl)-8-chloro-4H-s-triazolo-(4,3-a)-pyrido-(2,3-f)-(1,4)-diazepine), CNC (dimethylamine), C(C)O (ethanol). Yields the product ClC1=C(C=CC=C1)C1=NCC=2N(C3=C1N=C(C=C3)N(C)C)C=NN2 (6-(o-chloro-phenyl)-8-dimethylamino-4H-s-triazolo-(4,3-a)-pyrido-(2,3-f)-(1,4)-diazepine). The solvent is CO (methanol). The reactants are peptide, peptide, SCCO (β-mercaptoethanol), SCCO (β-mercaptoethanol), peptide, C1(\C(\C)=C/C(=O)O1)=O (Citraconic anhydride), C1C(C(=O)N(C1=O)OC(=O)C2=CC(=CC=C2)N3C(=O)C=CC3=O)S(=O)(=O)O (Sulfo-MBS), solution, P(=O)([O-])([O-])[O-].[Na+].[Na+].[Na+] (sodium phosphate), [OH-].[Na+] (NaOH), anhydride, peptide, P(=O)([O-])([O-])[O-].[Na+].[Na+].[Na+] (sodium phosphate). Run in O (H2O), O (H2O), O (H2O). Reaction conditions: time 1 hour. Product: C1CC(=O)N(C1=O)OC(=O)C2=CC(=CC=C2)N3C(=O)C=CC3=O (M-Maleimidobenzoyl-N-Hydroxysuccinimide Ester). Reaction SMILES: [OH-].[Na+].C1(=O)OC(=O)C=C1C.P([O-])([O-])([O-])=O.[Na+].[Na+].[Na+].[CH2:19]1[C:24](=[O:25])[N:23]([O:26][C:27]([C:29]2[CH:34]=[CH:33][CH:32]=[C:31]([N:35]3[C:40](=[O:41])[CH:39]=[CH:38][C:36]3=[O:37])[CH:30]=2)=[O:28])[C:21](=[O:22])[CH:20]1S(O)(=O)=O.SCCO>O>[CH2:19]1[C:24](=[O:25])[N:23]([O:26][C:27]([C:29]2[CH:34]=[CH:33][CH:32]=[C:31]([N:35]3[C:36](=[O:37])[CH:38]=[CH:39][C:40]3=[O:41])[CH:30]=2)=[O:28])[C:21](=[O:22])[CH2:20]1 |f:0.1,3.4.5.6|. Procedure: To 500 μl of H2O were added 5 mg of the peptide and the pH was adjusted to 8.5 with NaOH, to obtain a final concentration of 10 mg/ml. Citraconic anhydride was diluted in H2O to a concentration of 10 mg/ml. 500 μl of the anhydride solution were added to the peptide solution 100 μl at a time with adjustment of the pH to 8.5 between each addition. The solution was then stirred constantly at room temperature for 1 hour. This was followed by the addition of 100 μl of 1M sodium phosphate buffer (pH 7...